From a dataset of the Open Reaction Database (ORD), a public repository of structured organic reaction records. describe an organic reaction: reactants, conditions, products, and yield Starting materials: O=C([O-])[O-], Cn1cc(-c2ccc3nnc(S)n3n2)cn1, CCOC(C)=O, [Cs+], [Cs+], [Cu]I, Cn1cc2cc(I)ccc2n1, CN(C)C=O, O, O=C(O)c1ccccn1. Product: Cn1cc(-c2ccc3nnc(Sc4ccc5nn(C)cc5c4)n3n2)cn1. Reaction SMILES: [C:37](=[O:38])([O-:39])[O-:40].[CH3:1][n:2]1[n:3][cH:4][c:5](-[c:7]2[cH:8][cH:9][c:10]3[n:11]([n:12]2)[c:13]([SH:16])[n:14][n:15]3)[cH:6]1.[CH3:50][CH2:51][O:52][C:53](=[O:54])[CH3:55].[Cs+:41].[Cs+:42].[Cu:48][I:49].[I:17][c:18]1[cH:19][c:20]2[cH:21][n:22]([CH3:27])[n:23][c:24]2[cH:25][cH:26]1.[O:43]=[CH:44][N:45]([CH3:46])[CH3:47].[OH2:56].[n:28]1[cH:29][cH:30][cH:31][cH:32][c:33]1[C:34]([OH:35])=[O:36]>>[CH3:1][n:2]1[n:3][cH:4][c:5](-[c:7]2[cH:8][cH:9][c:10]3[n:11]([n:12]2)[c:13]([S:16][c:18]2[cH:19][c:20]4[cH:21][n:22]([CH3:27])[n:23][c:24]4[cH:25][cH:26]2)[n:14][n:15]3)[cH:6]1.